From a dataset of the Open Reaction Database (ORD), a public repository of structured organic reaction records. describe an organic reaction: reactants, conditions, products, and yield The reactants are CC1=C(C=C(C=C1)NC(=O)C1=COC=C1)B1OC(C(O1)(C)C)(C)C (N-[4-methyl-3-(4,4,5,5-tetramethyl-[1,3,2]dioxaborolan-2-yl)-phenyl]-3-furamide), CC1=C(C=C(C=C1)NC(=O)C1=COC=C1)B1OC(C(O1)(C)C)(C)C (N-[4-methyl-3-(4,4,5,5-tetramethyl-[1,3,2]dioxaborolan-2-yl)-phenyl]-3-furamide), C([O-])([O-])=O.[Na+].[Na+] (sodium carbonate), BrC1=CC2=C(C(=NO2)C2CCNCC2)C=C1 (6-bromo-3-piperidin-4-yl-1,2-benzisoxazole). The reagents and catalysts are [Pd].C1(=CC=CC=C1)P(C1=CC=CC=C1)C1=CC=CC=C1.C1(=CC=CC=C1)P(C1=CC=CC=C1)C1=CC=CC=C1.C1(=CC=CC=C1)P(C1=CC=CC=C1)C1=CC=CC=C1.C1(=CC=CC=C1)P(C1=CC=CC=C1)C1=CC=CC=C1 (tetrakis (triphenylphosphine) palladium). The solvent is CN(C)C=O (DMF). The product is CC1=C(C=C(C=C1)NC(=O)C1=COC=C1)C1=CC2=C(C(=NO2)C2CCNCC2)C=C1 (N-[4-Methyl-3-(3-piperidin-4-yl-1,2-benzisoxazol-6-yl)phenyl]-3-furamide). Yield: 65.5%. Reaction SMILES: [CH3:1][C:2]1[CH:7]=[CH:6][C:5]([NH:8][C:9]([C:11]2[CH:15]=[CH:14][O:13][CH:12]=2)=[O:10])=[CH:4][C:3]=1B1OC(C)(C)C(C)(C)O1.C(=O)([O-])[O-].[Na+].[Na+].Br[C:32]1[CH:46]=[CH:45][C:35]2[C:36]([CH:39]3[CH2:44][CH2:43][NH:42][CH2:41][CH2:40]3)=[N:37][O:38][C:34]=2[CH:33]=1>[Pd].C1(P(C2C=CC=CC=2)C2C=CC=CC=2)C=CC=CC=1.C1(P(C2C=CC=CC=2)C2C=CC=CC=2)C=CC=CC=1.C1(P(C2C=CC=CC=2)C2C=CC=CC=2)C=CC=CC=1.C1(P(C2C=CC=CC=2)C2C=CC=CC=2)C=CC=CC=1.CN(C=O)C>[CH3:1][C:2]1[CH:7]=[CH:6][C:5]([NH:8][C:9]([C:11]2[CH:15]=[CH:14][O:13][CH:12]=2)=[O:10])=[CH:4][C:3]=1[C:32]1[CH:46]=[CH:45][C:35]2[C:36]([CH:39]3[CH2:40][CH2:41][NH:42][CH2:43][CH2:44]3)=[N:37][O:38][C:34]=2[CH:33]=1 |f:1.2.3,5.6.7.8.9|. Reported procedure: N-[4-Methyl-3-(4,4,5,5-tetramethyl-[1,3,2]dioxaborolan-2-yl)-phenyl]-3-furamide (Intermediate 17, 47 mg), DMF (1.5 ml), aqueous sodium carbonate (1M, 0.75 ml), tetrakis (triphenylphosphine) palladium (7.5 mg) and 6-bromo-3-piperidin-4-yl-1,2-benzisoxazole (41 mg) were heated together at 80° C. under nitrogen for 18 h. The solvent was evaporated and the residue was purified by column chromatography on silica (10 g) eluting with dichloromethane:ethanol:ammonia (100:8:1) to give the title compound ...